From a dataset of the Open Reaction Database (ORD), a public repository of structured organic reaction records. describe an organic reaction: reactants, conditions, products, and yield The reactants are Cl (HCl), Cl.ClC=1C=C2C(=C(NC2=CC1)C=1C=NC=CC1)C (5-chloro-3-methyl-2-pyridin-3-yl-1H-indole hydrochloride), ClCCO[Si](C)(C)C ((2-chloro-ethoxy)-trimethylsilane), C[Si](C)(C)[N-][Si](C)(C)C.[K+] (KHMDS). The solvent is C1CCOC1 (THF). Run at temperature 0 celsius, time 30 minute. Product: ClC=1C=C2C(=C(N(C2=CC1)CCO)C=1C=NC=CC1)C (2-(5-chloro-3-methyl-2-pyridin-3-yl-indol-1-yl)-ethanol). Reaction SMILES: Cl.[Cl:2][C:3]1[CH:4]=[C:5]2[C:9](=[CH:10][CH:11]=1)[NH:8][C:7]([C:12]1[CH:13]=[N:14][CH:15]=[CH:16][CH:17]=1)=[C:6]2[CH3:18].C[Si]([N-][Si](C)(C)C)(C)C.[K+].Cl[CH2:30][CH2:31][O:32][Si](C)(C)C.Cl>C1COCC1>[Cl:2][C:3]1[CH:4]=[C:5]2[C:9](=[CH:10][CH:11]=1)[N:8]([CH2:30][CH2:31][OH:32])[C:7]([C:12]1[CH:13]=[N:14][CH:15]=[CH:16][CH:17]=1)=[C:6]2[CH3:18] |f:0.1,2.3|. Procedure details: A flask is charged with 5-chloro-3-methyl-2-pyridin-3-yl-1H-indole hydrochloride (Example 2, 1.0 g, 3.58 mmol) and THF (20 mL) and cooled to 0° C. KHMDS (0.5 M in toluene, 17.9 mL, 8.95 mmol) is added and the mixture is stirred at room temperature for 30 min, followed by addition of (2-chloro-ethoxy)-trimethylsilane (1.06 mL, 8.95 mmol). The reaction mixture is stirred for 48 h at 60° C. After cooling to room temperature, aqueous 1M HCl (30 mL) is added and the mixture is stirred at room tempera... Reactants: BrC=1C=C(C=NC1)OC[C@H]1N(CC1)C(=O)OC(C)(C)C (5-bromo-3-(1-BOC-2-(S)-azetidinylmethoxy)pyridine), NC=1C=C(C=CC1)B(O)O (3-aminophenylboronic acid), Pd(0), C(=O)([O-])[O-].[Na+].[Na+] (Na2CO3), solution. Run in C1(=CC=CC=C1)C (toluene). Yields the product NC=1C=C(C=CC1)C=1C=C(C=NC1)OC[C@H]1N(CC1)C(=O)OC(C)(C)C (5-(3-aminophenyl)-3-(1-BOC-2-(S)-azetidinylmethoxy)pyridine). Yield: 41.7%. As a reaction SMILES: Br[C:2]1[CH:3]=[C:4]([O:8][CH2:9][C@@H:10]2[CH2:13][CH2:12][N:11]2[C:14]([O:16][C:17]([CH3:20])([CH3:19])[CH3:18])=[O:15])[CH:5]=[N:6][CH:7]=1.[NH2:21][C:22]1[CH:23]=[C:24](B(O)O)[CH:25]=[CH:26][CH:27]=1.C([O-])([O-])=O.[Na+].[Na+]>C1(C)C=CC=CC=1>[NH2:21][C:22]1[CH:27]=[C:26]([C:2]2[CH:3]=[C:4]([O:8][CH2:9][C@@H:10]3[CH2:13][CH2:12][N:11]3[C:14]([O:16][C:17]([CH3:20])([CH3:19])[CH3:18])=[O:15])[CH:5]=[N:6][CH:7]=2)[CH:25]=[CH:24][CH:23]=1 |f:2.3.4|. Reported procedure: The 5-bromo-3-(1-BOC-2-(S)-azetidinylmethoxy)pyridine from Example 54b (400 mg, 1.2 mmol), 3-aminophenylboronic acid (361 mg, 2.3 mmol, Aldrich Chem. Co.), Pd(0) (35 mg) and Na2CO3 (1.5 mL of a 2 M solution) were mixed in 8 mL of toluene, and the mixture was stirred at reflux for 16 hours. The solvent was removed under vacuum, and the residue was purified by chromatography on silica gel, eluting with exane:Et2O 1:1, to afford 178 mg of the title compound. MS (CI/NH3) m/z 356 (M+H)+. 1H NMR (CDCl... Reactants: Cl (HCl), Cl.ClC=1SC(=CN1)CCl (2-Chloro-5-chloromethylthiazole hydrochloride), O (water), C([O-])([O-])=O.[Na+].[Na+] (sodium carbonate). Run in C(C)(=O)OCC (ethyl acetate), C(C)(=O)OCC (ethyl acetate). Run at temperature 80 celsius. Product: Cl.ClC=1SC(=CN1)CO (2-Chloro-5-Hydroxymethylthiazole Hydrochloride). As a reaction SMILES: Cl.[Cl:2][C:3]1[S:4][C:5]([CH2:8]Cl)=[CH:6][N:7]=1.O.C(=O)([O-])[O-:12].[Na+].[Na+].Cl>C(OCC)(=O)C>[ClH:2].[Cl:2][C:3]1[S:4][C:5]([CH2:8][OH:12])=[CH:6][N:7]=1 |f:0.1,3.4.5,8.9|. Procedure details: 2-Chloro-5-chloromethylthiazole hydrochloride (100 g, 0.49 mole), and water (100 mL) were charged to a flask. The mixture was stirred and heated to 80° C. for 2.5 hours. The reaction mixture was cooled to about 15° C. and sodium carbonate (51.5 g) was added (to raise the pH to about 8-9). The product was extracted with ethyl acetate (1×500 mL and 1×250 mL). The combined organic extracts were stirred for 20 minutes with 3 g of decolorizing carbon (Norit® SA3 about 100 mesh) and filtered through c... Starting materials: C(C)(=O)NC=1SC=C(N1)CO (2-acetylamino-4-hydroxymethylthiazole), ClN1C(CCC1=O)=O (N-chlorosuccinimide). Run in C(C)(=O)O (acetic acid). Run at temperature 40 celsius. Product: C(C)(=O)NC=1SC(=C(N1)CO)Cl (2-acetylamino-5-chloro-4-hydroxymethylthiazole). Yield: 86.9%. RXN SMILES: [C:1]([NH:4][C:5]1[S:6][CH:7]=[C:8]([CH2:10][OH:11])[N:9]=1)(=[O:3])[CH3:2].[Cl:12]N1C(=O)CCC1=O>C(O)(=O)C>[C:1]([NH:4][C:5]1[S:6][C:7]([Cl:12])=[C:8]([CH2:10][OH:11])[N:9]=1)(=[O:3])[CH3:2]. Procedure: A mixture of 2-acetylamino-4-hydroxymethylthiazole (7.0 g) and N-chlorosuccinimide (6.5 g) in acetic acid (70 ml) was heated at 40° C. for 3.5 hours with stirring. The reaction mixture was concentrated under reduced pressure and the residue was added the aqueous sodium bicarbonate. The mixture was extracted with a mixture of ethyl acetate and tetrahydrofuran (1:1), washed with water and dried over magnesium sulfate. The solvent was concentrated under reduced pressure and the residue was triturat... Starting materials: BrC=1C=C(C=CC1)CC(=O)O ((3-bromophenyl)acetic acid), CN(C)C=O (DMF), C(C(=O)Cl)(=O)Cl (oxalyl dichloride), [Al+3].[Cl-].[Cl-].[Cl-] (AlCl3). Solvent: C(Cl)Cl (DCM). Conditions: time 6 hour. The product is BrC1=CC=C2CCC(CC2=C1)=O (7-bromo-3,4-dihydronaphthalen-2(1H)-one), 5-bromo-3,4-dihydronaphthalen-2(1/1). RXN SMILES: [Br:1][C:2]1[CH:3]=[C:4]([CH2:8][C:9]([OH:11])=O)[CH:5]=[CH:6][CH:7]=1.CN(C=O)C.[C:17](Cl)(=O)[C:18](Cl)=O.[Al+3].[Cl-].[Cl-].[Cl-]>C(Cl)Cl>[Br:1][C:2]1[CH:3]=[C:4]2[C:5]([CH2:17][CH2:18][C:9](=[O:11])[CH2:8]2)=[CH:6][CH:7]=1 |f:3.4.5.6|. Procedure: To a solution of (3-bromophenyl)acetic acid (˜10 g, 50 mmol) in 200 mL of DCM was added DMF (183 mg, 2.5 mmol) and then oxalyl dichloride (6.3 g, 50 mmol) was added dropwise over 30 min. The resulting mixture was stirred at room temperature for 6 hr and then concentrated under reduced pressure. A mixture of prepared acid chloride in 200 mL of DCM was added AlCl3 (13.2 g, 100 mmol) portion-wise at 0° C. After the mixture was stirred at 0° C. for 30 min, the solution was bubbled with ethene gas fo...